Dataset: the Open Reaction Database (ORD), a public repository of structured organic reaction records. Task: describe an organic reaction: reactants, conditions, products, and yield Reactants: C(C1=CC=CC=C1)OC(=O)N[C@H]([C@H](C(=O)OC)O)CC1=CC=CC=C1 (methyl N-benzyloxycarbonyl-3(S)-amino-2(R)-hydroxy-4-phenylbutyrate), C1(=CC=C(C=C1)S(=O)(=O)Cl)C (p-toluenesulfonyl chloride). Reagents/catalysts: CN(C)C1=NC=CC=C1 (dimethylaminopyridine). Solvent: N1=CC=CC=C1 (pyridine), O (water). Reaction conditions: time 5 hour. The product is C(C1=CC=CC=C1)OC(=O)N[C@H]([C@H](C(=O)OC)OS(=O)(=O)C1=CC=C(C=C1)C)CC1=CC=CC=C1 (methyl N-benzyloxycarbonyl-3(S)-amino-2(R)-p-toluenesulfonyloxy-4-phenylbutyrate). The yield is 112.1%. Reaction SMILES: [CH2:1]([O:8][C:9]([NH:11][C@@H:12]([CH2:19][C:20]1[CH:25]=[CH:24][CH:23]=[CH:22][CH:21]=1)[C@@H:13]([OH:18])[C:14]([O:16][CH3:17])=[O:15])=[O:10])[C:2]1[CH:7]=[CH:6][CH:5]=[CH:4][CH:3]=1.[C:26]1([CH3:36])[CH:31]=[CH:30][C:29]([S:32](Cl)(=[O:34])=[O:33])=[CH:28][CH:27]=1>N1C=CC=CC=1.O.CN(C1C=CC=CN=1)C>[CH2:1]([O:8][C:9]([NH:11][C@@H:12]([CH2:19][C:20]1[CH:21]=[CH:22][CH:23]=[CH:24][CH:25]=1)[C@@H:13]([O:18][S:32]([C:29]1[CH:30]=[CH:31][C:26]([CH3:36])=[CH:27][CH:28]=1)(=[O:34])=[O:33])[C:14]([O:16][CH3:17])=[O:15])=[O:10])[C:2]1[CH:3]=[CH:4][CH:5]=[CH:6][CH:7]=1. Procedure details: 20 g of methyl N-benzyloxycarbonyl-3(S)-amino-2(R)-hydroxy-4-phenylbutyrate was dissolved in 100 ml of pyridine and 13.3 g of p-toluenesulfonyl chloride was added thereto while maintaining the reaction temperature at 10° to 20° C. Next, 0.03 g of dimethylaminopyridine (DMAP) was added thereto as a catalyst and the mixture was stirred at 20° to 25° C. for 5 hours. Then the reaction mixture was diluted with 500 ml of water and extracted with 150 ml portions of ethyl acetate twice. The extract was ... The reactants are C([O-])(O)=O.[Na+] (sodium bicarbonate), N1C(CC[C@H]1C(=O)O)=O ((S)-(−)-2-pyrrolidone-5-carboxylic acid), CC(=C)C (2-methylpropene), S(O)(O)(=O)=O (sulfuric acid). Run in ClCCl (dichloromethane), ClCCl (dichloromethane). Run at time 48 hour. Product: C(C)(C)(C)OC(=O)[C@H]1NC(CC1)=O ((S)-5-oxo-pyrrolidine-2-carboxylic acid tert-butyl ester). Reaction SMILES: [NH:1]1[C@H:5]([C:6]([OH:8])=[O:7])[CH2:4][CH2:3][C:2]1=[O:9].[CH3:10][C:11]([CH3:13])=[CH2:12].S(=O)(=O)(O)O.C(=O)(O)[O-].[Na+]>ClCCl>[C:11]([O:7][C:6]([C@@H:5]1[CH2:4][CH2:3][C:2](=[O:9])[NH:1]1)=[O:8])([CH3:13])([CH3:12])[CH3:10] |f:3.4|. Procedure: A pressure flask is charged with (S)-(−)-2-pyrrolidone-5-carboxylic acid (25 g, 193.6 mmol) and dichloromethane (100 mL) and the stirred suspension is cooled in a dry ice acetone bath. Liquid 2-methylpropene (150 mL) is added followed by concentrated sulfuric acid (0.5 mL). The pressure flask is sealed and the reaction mixture is stirred at room temperature for 48 h. The pressure flask is cooled in a dry acetone bath and the reaction mixture is diluted with dichloromethane (500 mL) and treated w... Reactants: crude mixture, Cl.ClC1=CC=NC=C1 (4-chloropyridine hydrochloride salt), CNCCO (2-methylaminoethanol). The solvent is C([O-])(O)=O.[Na+] (sodium bicarbonate). Yields the product desired product, CN(CCO)C1=CC=NC=C1 (2-[methyl(pyridin-4-yl)amino]ethanol). As a reaction SMILES: Cl.Cl[C:3]1[CH:8]=[CH:7][N:6]=[CH:5][CH:4]=1.[CH3:9][NH:10][CH2:11][CH2:12][OH:13]>C(=O)(O)[O-].[Na+]>[CH3:9][N:10]([C:3]1[CH:8]=[CH:7][N:6]=[CH:5][CH:4]=1)[CH2:11][CH2:12][OH:13] |f:0.1,3.4|. Procedure details: A mixture of 4-chloropyridine hydrochloride salt (15.0 g) and 2-methylaminoethanol (30 mL) was refluxed for 48 hour. After cooling to rt the crude mixture was added slowly to saturated solution of sodium bicarbonate (150 mL). The product was extracted with EtOAc (3×100 mL), the combined EtOAc was washed with brine (50 mL), dried (Na2SO4) and removed in vacuo to give the desired product 2-[methyl(pyridin-4-yl)amino]ethanol as yellow solid (7.0 g). The reactants are COC(=O)C=1C=CC=C2C(CC(NC12)C1=CC(=CC=C1)Br)(C)C (2-(3-bromo-phenyl)-4,4-dimethyl-1,2,3,4-tetrahydro-quinoline-8-carboxylic acid methyl ester), NC1(CC1)C(=O)O (1-amino-cyclopropanecarboxylic acid), C([O-])([O-])=O.[K+].[K+] (potassium carbonate). Reagents/catalysts: [Cu]I (copper(I) iodide). The solvent is CS(=O)C (dimethyl sulfoxide). Product: C(=O)(O)C1(CC1)NC=1C=C(C=CC1)C1NC2=C(C=CC=C2C(C1)(C)C)C(=O)O (2-[3-(1-carboxy-cyclopropylamino)-phenyl]-4,4-dimethyl-1,2,3,4-tetrahydro-quinoline-8-carboxylic acid). Yield: 59.9%. RXN SMILES: C[O:2][C:3]([C:5]1[CH:6]=[CH:7][CH:8]=[C:9]2[C:14]=1[NH:13][CH:12]([C:15]1[CH:20]=[CH:19][CH:18]=[C:17](Br)[CH:16]=1)[CH2:11][C:10]2([CH3:23])[CH3:22])=[O:4].[NH2:24][C:25]1([C:28]([OH:30])=[O:29])[CH2:27][CH2:26]1.C(=O)([O-])[O-].[K+].[K+]>CS(C)=O.[Cu]I>[C:28]([C:25]1([NH:24][C:17]2[CH:16]=[C:15]([CH:12]3[CH2:11][C:10]([CH3:23])([CH3:22])[C:9]4[C:14](=[C:5]([C:3]([OH:2])=[O:4])[CH:6]=[CH:7][CH:8]=4)[NH:13]3)[CH:20]=[CH:19][CH:18]=2)[CH2:27][CH2:26]1)([OH:30])=[O:29] |f:2.3.4|. Procedure details: A solution of 2-(3-bromo-phenyl)-4,4-dimethyl-1,2,3,4-tetrahydro-quinoline-8-carboxylic acid methyl ester (374 mg, 1.0 mmol), copper(I) iodide (57 mg, 0.3 mmol), 1-amino-cyclopropanecarboxylic acid (309 mg, 3.0 mmol) and potassium carbonate (415 mg, 3.0 mmol) in dimethyl sulfoxide (2.0 mL) was stirred at 120° C. for 16 h. Then the reaction mixture was cooled to room temperature and extracted with ethyl acetate (150 mL×2), washed with water (50 mL×2) and saturated aqueous ammonium chloride soluti... Reactants: mixture, C1(=CC=CC=C1)C(C1=CC=CC=C1)OC(\C(=C(\C)/OC)\N1C(C(C1SS(=O)(=O)C1=CC=C(C=C1)[N+](=O)[O-])NC(COC1=CC=CC=C1)=O)=O)=O (2-[4-(p-nitrobenzenesulphonylthio)-3-phenoxyacetamido-2-oxoazetidin-1-yl]-3-methoxy-crotonic acid diphenylmethyl ester), C1(=CC=CC=C1)C(C1=CC=CC=C1)OC(\C=C/C)=O (isocrotonic acid diphenylmethyl ester), N12CCCN=CC2CCCC1 (1,5-diazabicyclo[5.4.0]undec-5-ene). Solvent: O1CCCC1 (tetrahydrofurane), C1=CC=CC=C1 (benzene). Product: C1(=CC=CC=C1)C(C1=CC=CC=C1)OC(=O)C1C(=CS[C@H]2N1C([C@H]2NC(COC2=CC=CC=C2)=O)=O)OC (7β-phenoxyacetamido-3-methoxy-ceph-2-em-4-carboxylic acid diphenylmethyl ester). RXN SMILES: [C:1]1([CH:7]([O:14][C:15](=[O:50])/[C:16](/[N:21]2[CH:24]([S:25]S(C3C=CC([N+]([O-])=O)=CC=3)(=O)=O)[CH:23]([NH:38][C:39](=[O:48])[CH2:40][O:41][C:42]3[CH:47]=[CH:46][CH:45]=[CH:44][CH:43]=3)[C:22]2=[O:49])=[C:17](\[O:19][CH3:20])/[CH3:18])[C:8]2[CH:13]=[CH:12][CH:11]=[CH:10][CH:9]=2)[CH:6]=[CH:5][CH:4]=[CH:3][CH:2]=1.C1(C(OC(=O)/C=C\C)C2C=CC=CC=2)C=CC=CC=1.N12CCCCC1C=NCCC2>O1CCCC1.C1C=CC=CC=1>[C:8]1([CH:7]([O:14][C:15]([CH:16]2[N:21]3[C:22](=[O:49])[C@@H:23]([NH:38][C:39](=[O:48])[CH2:40][O:41][C:42]4[CH:47]=[CH:46][CH:45]=[CH:44][CH:43]=4)[C@H:24]3[S:25][CH:18]=[C:17]2[O:19][CH3:20])=[O:50])[C:1]2[CH:2]=[CH:3][CH:4]=[CH:5][CH:6]=2)[CH:9]=[CH:10][CH:11]=[CH:12][CH:13]=1. Procedure details: A solution of 367 mg (0.5 mM) of a mixture consisting of 2-[4-(p-nitrobenzenesulphonylthio)-3-phenoxyacetamido-2-oxoazetidin-1-yl]-3-methoxy-crotonic acid diphenylmethyl ester and the corresponding isocrotonic acid diphenylmethyl ester, and 152 mg (1.0 mM) of 1,5-diazabicyclo[5.4.0]undec-5-ene in 10 ml of dry tetrahydrofurane is stirred for 40 minutes at room temperature. The reaction mixture is diluted with benzene, washed successively with dilute hydrochloric acid, water and dilute aqueous sod...